Dataset: the Open Reaction Database (ORD), a public repository of structured organic reaction records. Task: describe an organic reaction: reactants, conditions, products, and yield Reactants: CC(C)(C)OC(=O)C1CCC(NC(=O)OCc2ccccc2)CC1, C1CCOC1, [H][H]. Yields the product CC(C)(C)OC(=O)C1CCC(N)CC1. RXN SMILES: [C:1]([CH3:2])([CH3:3])([CH3:4])[O:5][C:6](=[O:7])[CH:8]1[CH2:9][CH2:10][CH:11]([NH:14][C:15]([O:16][CH2:17][c:18]2[cH:19][cH:20][cH:21][cH:22][cH:23]2)=[O:24])[CH2:12][CH2:13]1.[CH2:27]1[O:28][CH2:29][CH2:30][CH2:31]1.[H:25][H:26]>>[C:1]([CH3:2])([CH3:3])([CH3:4])[O:5][C:6](=[O:7])[CH:8]1[CH2:9][CH2:10][CH:11]([NH2:14])[CH2:12][CH2:13]1.